This data is from the Open Reaction Database (ORD), a public repository of structured organic reaction records. The task is: describe an organic reaction: reactants, conditions, products, and yield Starting materials: C(=O)(N1C=NC=C1)N1C=NC=C1 (1,1′-carbonyldiimidazole), C(=O)(N1C=NC=C1)N1C=NC=C1 (1,1′-carbonyldiimidazole), monohydrate, CI (methyl iodide), C([O-])([O-])=O.[K+].[K+] (potassium carbonate), NN (hydrazine), CSC=1N=CC2=C(N3CCCC3CN(C2=O)C=2C=NC=C(C(=O)O)C2)N1 (5-(9-methylthio-6-oxo-2,3,3a,4-tetrahydro-1H,6H-5,8,10,10b-tetraazabenzo[e]azulen-5-yl)nicotinic acid). The solvent is O (water), C1CCOC1 (THF), ClCCl (dichloromethane). Run at time 30 minute. Yields the product CN1C(OC(=N1)C=1C=NC=C(C1)N1C(C2=C(N3CCC[C@H]3C1)N=C(N=C2)SC)=O)=O ((S)-3-methyl-5-[5-(9-methylthio-6-oxo-2,3,3a,4-tetrahydro-1H,6H-5,8,10,10b-tetraazabenzo[e]azulen-5-yl)pyridin-3-yl]-1,3,4-oxadiazol-2(3H)-one). Yield: 45.0%. As a reaction SMILES: [CH3:1][S:2][C:3]1[N:4]=[CH:5][C:6]2[C:15](=[O:16])[N:14]([C:17]3[CH:18]=[N:19][CH:20]=[C:21]([CH:25]=3)C(O)=O)[CH2:13][CH:12]3[N:8]([CH2:9][CH2:10][CH2:11]3)[C:7]=2[N:26]=1.[C:27]([N:34]1[CH:38]=CN=C1)(N1C=CN=C1)=[O:28].[NH2:39]N.CI.[C:43](=[O:46])([O-])[O-].[K+].[K+]>ClCCl.C1COCC1.O>[CH3:38][N:34]1[N:39]=[C:43]([C:21]2[CH:20]=[N:19][CH:18]=[C:17]([N:14]3[CH2:13][C@H:12]4[N:8]([CH2:9][CH2:10][CH2:11]4)[C:7]4[N:26]=[C:3]([S:2][CH3:1])[N:4]=[CH:5][C:6]=4[C:15]3=[O:16])[CH:25]=2)[O:46][C:27]1=[O:28] |f:4.5.6|. Procedure details: (S)-5-[5-(9-Methylthio-6-oxo-2,3,3a,4-tetrahydro-1H,6H-5,8,10,10b-tetraazabenzo[e]azulen-5-yl)nicotinic acid (200 mg, 0.538 mmol) obtained in Step 2 was dissolved in dichloromethane (5 mL), and the mixture was stirred at room temperature for 30 minutes after adding 1,1′-carbonyldiimidazole (96.0 mg, 0.592 mmol). The mixture was further stirred for 3 hours after adding hydrazine.monohydrate (0.0780 mL, 1.62 mmol), and concentrated under reduced pressure. The resulting residue was dissolved in THF... RXN SMILES: [BH4-:35].[CH3:37][CH2:38][OH:39].[Cl-:40].[Cl:1][c:2]1[c:3]([CH:13]([CH3:14])[c:15]2[cH:16][nH:17][c:18]3[n:19][cH:20][c:21](-[c:24]4[cH:25][n:26][n:27]([CH:30]5[CH2:31][C:32](=[O:34])[CH2:33]5)[c:28]4[CH3:29])[cH:22][c:23]23)[c:4]([O:9][CH:10]([F:11])[F:12])[cH:5][cH:6][c:7]1[F:8].[NH4+:41].[Na+:36]>>[Cl:1][c:2]1[c:3]([CH:13]([CH3:14])[c:15]2[cH:16][nH:17][c:18]3[n:19][cH:20][c:21](-[c:24]4[cH:25][n:26][n:27]([CH:30]5[CH2:31][CH:32]([OH:34])[CH2:33]5)[c:28]4[CH3:29])[cH:22][c:23]23)[c:4]([O:9][CH:10]([F:11])[F:12])[cH:5][cH:6][c:7]1[F:8]. The reactants are [BH4-], CCO, [Cl-], Cc1c(-c2cnc3[nH]cc(C(C)c4c(OC(F)F)ccc(F)c4Cl)c3c2)cnn1C1CC(=O)C1, [NH4+], [Na+]. Yields the product Cc1c(-c2cnc3[nH]cc(C(C)c4c(OC(F)F)ccc(F)c4Cl)c3c2)cnn1C1CC(O)C1. The reactants are Brc1ccc2[nH]c3ccc(Br)cc3c2c1, C1CCOC1, [H-], [Na+], c1ccc(NCCC2CO2)cc1. Yields the product OC(CCNc1ccccc1)Cn1c2ccc(Br)cc2c2cc(Br)ccc21. As a reaction SMILES: [Br:3][c:4]1[cH:5][cH:6][c:7]2[nH:8][c:9]3[cH:10][cH:11][c:12]([Br:17])[cH:13][c:14]3[c:15]2[cH:16]1.[CH2:30]1[O:31][CH2:32][CH2:33][CH2:34]1.[H-:2].[Na+:1].[O:18]1[CH:19]([CH2:21][CH2:22][NH:23][c:24]2[cH:25][cH:26][cH:27][cH:28][cH:29]2)[CH2:20]1>>[Br:3][c:4]1[cH:5][cH:6][c:7]2[n:8]([CH2:20][CH:19]([OH:18])[CH2:21][CH2:22][NH:23][c:24]3[cH:25][cH:26][cH:27][cH:28][cH:29]3)[c:9]3[cH:10][cH:11][c:12]([Br:17])[cH:13][c:14]3[c:15]2[cH:16]1.